From a dataset of the Open Reaction Database (ORD), a public repository of structured organic reaction records. describe an organic reaction: reactants, conditions, products, and yield Starting materials: COC1CCN(CCOc2ccc(N)cc2-c2c(Br)cnn2C)CC1, ClCCl, O=C(Cl)c1cccc(F)c1. The product is COC1CCN(CCOc2ccc(NC(=O)c3cccc(F)c3)cc2-c2c(Br)cnn2C)CC1. RXN SMILES: [Br:1][c:2]1[cH:3][n:4][n:5]([CH3:25])[c:6]1-[c:7]1[cH:8][c:9]([NH2:24])[cH:10][cH:11][c:12]1[O:13][CH2:14][CH2:15][N:16]1[CH2:17][CH2:18][CH:19]([O:22][CH3:23])[CH2:20][CH2:21]1.[Cl:36][CH2:37][Cl:38].[F:26][c:27]1[cH:28][c:29]([C:30](=[O:31])[Cl:32])[cH:33][cH:34][cH:35]1>>[Br:1][c:2]1[cH:3][n:4][n:5]([CH3:25])[c:6]1-[c:7]1[cH:8][c:9]([NH:24][C:30]([c:29]2[cH:28][c:27]([F:26])[cH:35][cH:34][cH:33]2)=[O:31])[cH:10][cH:11][c:12]1[O:13][CH2:14][CH2:15][N:16]1[CH2:17][CH2:18][CH:19]([O:22][CH3:23])[CH2:20][CH2:21]1.